From a dataset of the Open Reaction Database (ORD), a public repository of structured organic reaction records. describe an organic reaction: reactants, conditions, products, and yield Reactants: COC=1C=C(CN2C(CCCC2)C(=O)OCC)C=CC1 (ethyl 1-(3-methoxybenzyl)-2-piperidinecarboxylate), [OH-].[Na+] (NaOH), Cl (hydrochloric acid). The solvent is C(C)O (ethanol). Product: COC=1C=C(CN2C(CCCC2)C(=O)O)C=CC1 (1-(3-methoxybenzyl)-2-piperidinecarboxylic acid). The yield is 97.9%. Reaction SMILES: [CH3:1][O:2][C:3]1[CH:4]=[C:5]([CH:18]=[CH:19][CH:20]=1)[CH2:6][N:7]1[CH2:12][CH2:11][CH2:10][CH2:9][CH:8]1[C:13]([O:15]CC)=[O:14].[OH-].[Na+].Cl>C(O)C>[CH3:1][O:2][C:3]1[CH:4]=[C:5]([CH:18]=[CH:19][CH:20]=1)[CH2:6][N:7]1[CH2:12][CH2:11][CH2:10][CH2:9][CH:8]1[C:13]([OH:15])=[O:14] |f:1.2|. Procedure details: A solution of ethyl 1-(3-methoxybenzyl)-2-piperidinecarboxylate (3.0 g) and 1N NaOH (21.6 ml) in ethanol (31.6 ml) was stirred at 70° C. overnight. The reaction mixture was cooled to room temperature, acidified with 1N hydrochloric acid, and evaporated in vacuo. The residue was extracted with methylene chloride and the extract was evaporated in vacuo to afford 1-(3-methoxybenzyl)-2-piperidinecarboxylic acid (2.64 g) as an amorphous powder. (+) APCI-MS (m/z): 250 (M+ +1) mp: 186.0-187.3° C. IR (F... Starting materials: [N+](=O)([O-])C1=CN=C(N1C)C1=NN=C2N1N=C(C=C2)Cl (3-(5-nitro-1-methyl-2-imidazolyl)-6-chloro-s-triazolo[ 4,3-b] pyridazine), [OH-].[Na+] (sodium hydroxide), CS(=O)C (dimethyl sulfoxide), [Cl-].NC(=[NH2+])N (guanidinium chloride). The solvent is O (water), O (water). Yields the product [N+](=O)([O-])C1=CN=C(N1C)C1=NN=C2N1N=C(C=C2)N=C(N)N (3-(5-nitro-1-methyl-2-imidazolyl)-6-(diaminomethylene-amino)-s-triazolo [4,3-b] pyridazine). Isolated yield 32.2%. Reaction SMILES: [N+:1]([C:4]1[N:8]([CH3:9])[C:7]([C:10]2[N:14]3[N:15]=[C:16](Cl)[CH:17]=[CH:18][C:13]3=[N:12][N:11]=2)=[N:6][CH:5]=1)([O-:3])=[O:2].CS(C)=O.[Cl-].[NH2:25][C:26]([NH2:28])=[NH2+:27].[OH-].[Na+]>O>[N+:1]([C:4]1[N:8]([CH3:9])[C:7]([C:10]2[N:14]3[N:15]=[C:16]([N:25]=[C:26]([NH2:28])[NH2:27])[CH:17]=[CH:18][C:13]3=[N:12][N:11]=2)=[N:6][CH:5]=1)([O-:3])=[O:2] |f:2.3,4.5|. Reported procedure: 3.36 g 3-(5-nitro-1-methyl-2-imidazolyl)-6-chloro-s-triazolo[ 4,3-b] pyridazine were dissolved in 30 ml. dimethyl sulfoxide and mixed at 70°C., while stirring, with 3.4 g guanidinium chloride. 5 ml. water were then added thereto, followed by the dropwise addition of 2.4 ml. 1ON aqueous sodium hydroxide solution, whereafter the reaction mixture was further stirred for an hour at 70°C. After cooling and diluting with water, the precipitated crystals were filtered off with suction, washed with wate...